describe an organic reaction: reactants, conditions, products, and yield From a dataset of the Open Reaction Database (ORD), a public repository of structured organic reaction records. Yields the product BrC1=CN(C=2CC(CC(C12)=O)(C)C)C1=C(C=CC=C1)C#N (3-Bromo-1-(2-cyanophenyl)-6,6-dimethyl-4,5,6,7-tetrahydroindol-4-one). Procedure: A solution of 3-bromo-6,6-dimethyl-4,5,6,7-tetrahydro-1H-indol-4-one (670 mg, 2.77 mmol), 2-fluorobenzonitrile (0.3 mL, 2.77mmol) and K2CO3 (957 mg, 6.9 mmol) in DMSO (10 mL) was stirred at 100° C. for 3 h. The mixture was cooled to room temperature, poured into water and extracted into EtOAc (3×). The combined organic layers were washed with water (2×), dried (MgSO4) and evaporated. The title compound (858 mg, 91%) was isolated as a beige solid and used without further purification. 1H NMR (400... Starting materials: O (water), BrC1=CNC=2CC(CC(C12)=O)(C)C (3-bromo-6,6-dimethyl-4,5,6,7-tetrahydro-1H-indol-4-one), FC1=C(C#N)C=CC=C1 (2-fluorobenzonitrile), C(=O)([O-])[O-].[K+].[K+] (K2CO3). As a reaction SMILES: [Br:1][C:2]1[C:10]2[C:9](=[O:11])[CH2:8][C:7]([CH3:13])([CH3:12])[CH2:6][C:5]=2[NH:4][CH:3]=1.F[C:15]1[CH:22]=[CH:21][CH:20]=[CH:19][C:16]=1[C:17]#[N:18].C([O-])([O-])=O.[K+].[K+].O>CS(C)=O>[Br:1][C:2]1[C:10]2[C:9](=[O:11])[CH2:8][C:7]([CH3:13])([CH3:12])[CH2:6][C:5]=2[N:4]([C:15]2[CH:22]=[CH:21][CH:20]=[CH:19][C:16]=2[C:17]#[N:18])[CH:3]=1 |f:2.3.4|. The yield is 90.2%. Run in CS(=O)C (DMSO). Starting materials: BrCCBr, Brc1ccccc1C1OCCCO1, O=[N+]([O-])C1=Cc2cc3c(cc2OC1)OCO3, C1CCOC1, [Mg], O. Product: O=[N+]([O-])C1COc2cc3c(cc2C1c1ccccc1C1OCCCO1)OCO3. RXN SMILES: [Br:15][CH2:16][CH2:17][Br:18].[Br:1][c:2]1[c:3]([CH:8]2[O:9][CH2:10][CH2:11][CH2:12][O:13]2)[cH:4][cH:5][cH:6][cH:7]1.[CH2:19]1[O:20][c:21]2[cH:22][c:23]3[c:28]([cH:29][c:30]2[O:31]1)[O:27][CH2:26][C:25]([N+:32](=[O:33])[O-:34])=[CH:24]3.[CH2:35]1[O:36][CH2:37][CH2:38][CH2:39]1.[Mg:14].[OH2:40]>>[c:2]1([CH:24]2[c:23]3[cH:22][c:21]4[c:30]([cH:29][c:28]3[O:27][CH2:26][CH:25]2[N+:32](=[O:33])[O-:34])[O:31][CH2:19][O:20]4)[c:3]([CH:8]2[O:9][CH2:10][CH2:11][CH2:12][O:13]2)[cH:4][cH:5][cH:6][cH:7]1. Reactants: C(C1=CC=CC=C1)N1CC(C(C(C1)(C(=O)OC)C)=O)(C(=O)OC)C (dimethyl 1-benzyl-3,5-dimethyl-4-oxopiperidine-3,5-dicarboxylate), Cl (hydrochloric acid), [OH-].[Na+] (sodium hydroxide). Reaction conditions: temperature 10 celsius. Product: C(C1=CC=CC=C1)N1C[C@H](C([C@H](C1)C)=O)C ((3R,5S)-1-benzyl-3,5-dimethylpiperidin-4-one). The yield is 95.0%. RXN SMILES: [CH2:1]([N:8]1[CH2:13][C:12](C)([C:14](OC)=O)[C:11](=[O:19])[C:10](C)([C:20](OC)=O)[CH2:9]1)[C:2]1[CH:7]=[CH:6][CH:5]=[CH:4][CH:3]=1.Cl.[OH-].[Na+]>>[CH2:1]([N:8]1[CH2:13][C@H:12]([CH3:14])[C:11](=[O:19])[C@H:10]([CH3:20])[CH2:9]1)[C:2]1[CH:3]=[CH:4][CH:5]=[CH:6][CH:7]=1 |f:2.3|. Reported procedure: A mixture of the crude dimethyl 1-benzyl-3,5-dimethyl-4-oxopiperidine-3,5-dicarboxylate (786.0 g, ca. 2.3 mol) and 1M hydrochloric acid solution (11.5 L) was refluxed for 24 hours. The reaction mixture was cooled to 10° C. and 25% wt. aqueous sodium hydroxide solution (1.92 kg) was added slowly. The mixture was extracted with dichloromethane (4×4 L), and the combined organic extracts concentrated to dryness to give the crude (3R,5S)-1-benzyl-3,5-dimethylpiperidin-4-one (475 g) as a light brown o...